From a dataset of the Open Reaction Database (ORD), a public repository of structured organic reaction records. describe an organic reaction: reactants, conditions, products, and yield Starting materials: NC1=C(C=CC(=C1)Cl)S (2-amino-4-chloro-benzenethiol), BrCC1=CC(=CC=C1)[N+](=O)[O-] (1-bromomethyl-3-nitro-benzene), ClC1=CC=C(C=C1)S(=O)(=O)Cl (4-chloro-benzenesulfonyl chloride). Product: NC=1C=C(CSC2=C(C=C(C=C2)Cl)NS(=O)(=O)C2=CC=C(C=C2)Cl)C=CC1 (N-{2-[(3-aminobenzyl)thio]-5-chlorophenyl}-4-chlorobenzenesulfonamide). Reaction SMILES: [NH2:1][C:2]1[CH:7]=[C:6]([Cl:8])[CH:5]=[CH:4][C:3]=1[SH:9].Br[CH2:11][C:12]1[CH:17]=[CH:16][CH:15]=[C:14]([N+:18]([O-])=O)[CH:13]=1.[Cl:21][C:22]1[CH:27]=[CH:26][C:25]([S:28](Cl)(=[O:30])=[O:29])=[CH:24][CH:23]=1>>[NH2:18][C:14]1[CH:13]=[C:12]([CH:17]=[CH:16][CH:15]=1)[CH2:11][S:9][C:3]1[CH:4]=[CH:5][C:6]([Cl:8])=[CH:7][C:2]=1[NH:1][S:28]([C:25]1[CH:26]=[CH:27][C:22]([Cl:21])=[CH:23][CH:24]=1)(=[O:30])=[O:29]. Procedure details: Following General Procedure A, B, and K, the title compound was prepared from 2-amino-4-chloro-benzenethiol, 1-bromomethyl-3-nitro-benzene, and 4-chloro-benzenesulfonyl chloride. The reactants are CC(C)CN, CCN(C(C)C)C(C)C, ClCCl, O=S(=O)(Cl)c1ccccc1Cl. The product is CC(C)CNS(=O)(=O)c1ccccc1Cl. RXN SMILES: [CH2:1]([CH:2]([CH3:3])[CH3:4])[NH2:5].[CH:17]([N:18]([CH2:19][CH3:20])[CH:21]([CH3:22])[CH3:23])([CH3:24])[CH3:25].[Cl:26][CH2:27][Cl:28].[Cl:6][c:7]1[c:8]([S:13](=[O:14])(=[O:15])[Cl:16])[cH:9][cH:10][cH:11][cH:12]1>>[CH2:1]([CH:2]([CH3:3])[CH3:4])[NH:5][S:13]([c:8]1[c:7]([Cl:6])[cH:12][cH:11][cH:10][cH:9]1)(=[O:14])=[O:15].